From a dataset of the Open Reaction Database (ORD), a public repository of structured organic reaction records. describe an organic reaction: reactants, conditions, products, and yield The reactants are reaction product, C1CO1 (ethylene oxide), C1CO1 (ethylene oxide), C(CCCCCCCC)C1(CCCCC1)O (nonylcyclohexanol). Yields the product C1CO1.C(CCCCCCCC)C1(CCCCC1)O (Nonylcyclohexanol ethylene oxide). RXN SMILES: [CH2:1]1[O:3][CH2:2]1.[CH2:4]([C:13]1([OH:19])[CH2:18][CH2:17][CH2:16][CH2:15][CH2:14]1)[CH2:5][CH2:6][CH2:7][CH2:8][CH2:9][CH2:10][CH2:11][CH3:12]>>[CH2:2]1[O:3][CH2:1]1.[CH2:4]([C:13]1([OH:19])[CH2:14][CH2:15][CH2:16][CH2:17][CH2:18]1)[CH2:5][CH2:6][CH2:7][CH2:8][CH2:9][CH2:10][CH2:11][CH3:12] |f:2.3|. Reported procedure: The same procedures as Example 29 were carried out for reacting 270 g of the reaction product which was obtained in the hydrogenation step and composed primarily of one molar ethylene oxide adduct of nonylcyclohexanol with 265 g of ethylene oxide. Nonylcyclohexanol ethylene oxide adduct thus obtained was analyzed with liquid chromatography. The product contained 80 ppm by weight or less in the sum of nonylphenol and nonylphenol ethylene oxide adduct. The reactants are BrC=1C=CC(=C(C#N)C1)C(=O)N1CCN(CC1)C1=NC(=C(C=C1C)C)C (5-bromo-2-[4-(3,5,6-trimethylpyridin-2-yl)piperazine-1-carbonyl]benzonitrile), CN1C(NCC1)=O (1-methylimidazolidin-2-one). The product is CN1C(N(CC1)C=1C=CC(=C(C#N)C1)C(=O)N1CCN(CC1)C1=NC(=C(C=C1C)C)C)=O (5-(3-methyl-2-oxoimidazolidin-1-yl)-2-[4-(3,5,6-trimethylpyridin-2-yl)piperazine-1-carbonyl]benzonitrile). The yield is 87.5%. RXN SMILES: Br[C:2]1[CH:3]=[CH:4][C:5]([C:10]([N:12]2[CH2:17][CH2:16][N:15]([C:18]3[C:23]([CH3:24])=[CH:22][C:21]([CH3:25])=[C:20]([CH3:26])[N:19]=3)[CH2:14][CH2:13]2)=[O:11])=[C:6]([CH:9]=1)[C:7]#[N:8].[CH3:27][N:28]1[CH2:32][CH2:31][NH:30][C:29]1=[O:33]>>[CH3:27][N:28]1[CH2:32][CH2:31][N:30]([C:2]2[CH:3]=[CH:4][C:5]([C:10]([N:12]3[CH2:17][CH2:16][N:15]([C:18]4[C:23]([CH3:24])=[CH:22][C:21]([CH3:25])=[C:20]([CH3:26])[N:19]=4)[CH2:14][CH2:13]3)=[O:11])=[C:6]([CH:9]=2)[C:7]#[N:8])[C:29]1=[O:33]. Procedure details: Using 5-bromo-2-[4-(3,5,6-trimethylpyridin-2-yl)piperazine-1-carbonyl]benzonitrile (413 mg) described in Preparation Example 172 and 1-methylimidazolidin-2-one (120 mg) and by the reaction and treatment in the same manner as in Example 1, the title compound (378 mg) was obtained.